This data is from the Open Reaction Database (ORD), a public repository of structured organic reaction records. The task is: describe an organic reaction: reactants, conditions, products, and yield Reactants: O=C([O-])[O-], Cc1cc(-c2c(OS(=O)(=O)C(F)(F)F)c3cc(Cl)ccc3n(Cc3ccccc3)c2=O)on1, CCc1ccc(B(O)O)cc1, C1COCCO1, CCOC(C)=O, [Na+], [Na+], c1ccc(P(c2ccccc2)(c2ccccc2)[Pd](P(c2ccccc2)(c2ccccc2)c2ccccc2)(P(c2ccccc2)(c2ccccc2)c2ccccc2)P(c2ccccc2)(c2ccccc2)c2ccccc2)cc1. Yields the product CCc1ccc(-c2c(-c3cc(C)no3)c(=O)n(Cc3ccccc3)c3ccc(Cl)cc23)cc1. Reaction SMILES: [C:45](=[O:46])([O-:47])[O-:48].[CH2:1]([c:2]1[cH:3][cH:4][cH:5][cH:6][cH:7]1)[n:8]1[c:9](=[O:33])[c:10](-[c:27]2[cH:28][c:29]([CH3:32])[n:30][o:31]2)[c:11]([O:19][S:20]([C:21]([F:22])([F:23])[F:24])(=[O:25])=[O:26])[c:12]2[cH:13][c:14]([Cl:18])[cH:15][cH:16][c:17]12.[CH2:34]([CH3:35])[c:36]1[cH:37][cH:38][c:39]([B:42]([OH:43])[OH:44])[cH:40][cH:41]1.[CH2:51]1[O:52][CH2:53][CH2:54][O:55][CH2:56]1.[CH3:134][CH2:135][O:136][C:137]([CH3:138])=[O:139].[Na+:49].[Na+:50].[cH:57]1[cH:58][cH:59][c:60]([P:61]([Pd:62]([P:63]([c:64]2[cH:65][cH:66][cH:67][cH:68][cH:69]2)([c:70]2[cH:71][cH:72][cH:73][cH:74][cH:75]2)[c:76]2[cH:77][cH:78][cH:79][cH:80][cH:81]2)([P:82]([c:83]2[cH:84][cH:85][cH:86][cH:87][cH:88]2)([c:89]2[cH:90][cH:91][cH:92][cH:93][cH:94]2)[c:95]2[cH:96][cH:97][cH:98][cH:99][cH:100]2)[P:101]([c:102]2[cH:103][cH:104][cH:105][cH:106][cH:107]2)([c:108]2[cH:109][cH:110][cH:111][cH:112][cH:113]2)[c:114]2[cH:115][cH:116][cH:117][cH:118][cH:119]2)([c:120]2[cH:121][cH:122][cH:123][cH:124][cH:125]2)[c:126]2[cH:127][cH:128][cH:129][cH:130][cH:131]2)[cH:132][cH:133]1>>[CH2:1]([c:2]1[cH:3][cH:4][cH:5][cH:6][cH:7]1)[n:8]1[c:9](=[O:33])[c:10](-[c:27]2[cH:28][c:29]([CH3:32])[n:30][o:31]2)[c:11](-[c:39]2[cH:38][cH:37][c:36]([CH2:34][CH3:35])[cH:41][cH:40]2)[c:12]2[cH:13][c:14]([Cl:18])[cH:15][cH:16][c:17]12. The reactants are N1=CC=C(C=C1)/C=C/C1=NN(C2=CC(=CC=C12)C=O)COCC[Si](C)(C)C ((E)-3-(2-(pyridin-4-yl)vinyl)-1-((2-(trimethylsilyl)ethoxy)methyl)-1H-indazole-6-carbaldehyde), N1C(CC2=CC=CC=C12)=O (oxindole), N1CCCCC1 (piperidine). The solvent is CO (MeOH). Reaction conditions: temperature 60 celsius. Product: N1=CC=C(C=C1)/C=C/C1=NN(C2=CC(=CC=C12)\C=C/1\C(NC2=CC=CC=C12)=O)COCC[Si](C)(C)C ((E)-3-((3-((E)-2-(pyridin-4-yl)vinyl)-1-((2-(trimethylsilyl)ethoxy)methyl)-1H-indazol-6-yl)methylene)indolin-2-one). The yield is 79.5%. As a reaction SMILES: [N:1]1[CH:6]=[CH:5][C:4](/[CH:7]=[CH:8]/[C:9]2[C:17]3[C:12](=[CH:13][C:14]([CH:18]=O)=[CH:15][CH:16]=3)[N:11]([CH2:20][O:21][CH2:22][CH2:23][Si:24]([CH3:27])([CH3:26])[CH3:25])[N:10]=2)=[CH:3][CH:2]=1.[NH:28]1[C:36]2[C:31](=[CH:32][CH:33]=[CH:34][CH:35]=2)[CH2:30][C:29]1=[O:37].N1CCCCC1>CO>[N:1]1[CH:6]=[CH:5][C:4](/[CH:7]=[CH:8]/[C:9]2[C:17]3[C:12](=[CH:13][C:14](/[CH:18]=[C:30]4/[C:29](=[O:37])[NH:28][C:36]5[C:31]/4=[CH:32][CH:33]=[CH:34][CH:35]=5)=[CH:15][CH:16]=3)[N:11]([CH2:20][O:21][CH2:22][CH2:23][Si:24]([CH3:27])([CH3:26])[CH3:25])[N:10]=2)=[CH:3][CH:2]=1. Procedure details: To a solution of (E)-3-(2-(pyridin-4-yl)vinyl)-1-((2-(trimethylsilyl)ethoxy)methyl)-1H-indazole-6-carbaldehyde (927 mg, 2.44 mmol), oxindole (325 mg, 2.44 mmol) and MeOH (20 mL) was added piperidine (24 uL, 0.244 mmol) and the reaction heated to 60° C. for 4 hours. A yellow precipitate crashed out of the reaction medium which was filtered and washed with MeOH to give the title compound (960 mg, 79%) as a yellow solid. MS ESI 495.3 [M+H]+, calcd for [C29H30N4O2Si+H]+ 495.22. Starting materials: O=C([O-])[O-], CCCCCBr, CN(C)C=O, CCCCCCC, [K+], [K+], O, CC(=O)c1ccc(O)cc1. Reaction SMILES: [C:22](=[O:23])([O-:24])[O-:25].[CH2:11]([CH2:12][CH2:13][CH2:14][CH3:15])[Br:16].[CH3:17][N:18]([CH3:19])[CH:20]=[O:21].[CH3:28][CH2:29][CH2:30][CH2:31][CH2:32][CH2:33][CH3:34].[K+:26].[K+:27].[OH2:35].[OH:1][c:2]1[cH:3][cH:4][c:5]([C:8]([CH3:9])=[O:10])[cH:6][cH:7]1>>[O:1]([c:2]1[cH:3][cH:4][c:5]([C:8]([CH3:9])=[O:10])[cH:6][cH:7]1)[CH2:11][CH2:12][CH2:13][CH2:14][CH3:15]. The product is CCCCCOc1ccc(C(C)=O)cc1. As a reaction SMILES: [C:1]([CH3:2])([CH3:3])([CH3:4])[c:5]1[cH:6][cH:7][c:8](-[n:11]2[c:12]([Cl:22])[c:13]([CH:20]=[O:21])[c:14]3[cH:15][cH:16][cH:17][cH:18][c:19]23)[cH:9][cH:10]1.[CH3:69][CH:70]1[NH:71][CH2:72]1.[CH3:74][c:75]1[cH:76][cH:77][cH:78][cH:79][cH:80]1.[O:101]=[C:102]([CH:103]=[CH:104][c:105]1[cH:106][cH:107][cH:108][cH:109][cH:110]1)[CH:111]=[CH:112][c:113]1[cH:114][cH:115][cH:116][cH:117][cH:118]1.[O:119]=[C:120]([CH:121]=[CH:122][c:123]1[cH:124][cH:125][cH:126][cH:127][cH:128]1)[CH:129]=[CH:130][c:131]1[cH:132][cH:133][cH:134][cH:135][cH:136]1.[O:83]=[C:84]([CH:85]=[CH:86][c:87]1[cH:88][cH:89][cH:90][cH:91][cH:92]1)[CH:93]=[CH:94][c:95]1[cH:96][cH:97][cH:98][cH:99][cH:100]1.[OH2:73].[Pd:81].[Pd:82].[c:23]1([P:24]([c:25]2[cH:26][cH:27][cH:28][cH:29][cH:30]2)[c:31]2[cH:32][cH:33][c:34]3[c:35]([cH:36][cH:37][cH:38][cH:39]3)[c:40]2-[c:41]2[c:42]3[c:43]([cH:44][cH:45][cH:46][cH:47]3)[cH:48][cH:49][c:50]2[P:51]([c:52]2[cH:53][cH:54][cH:55][cH:56][cH:57]2)[c:58]2[cH:59][cH:60][cH:61][cH:62][cH:63]2)[cH:64][cH:65][cH:66][cH:67][cH:68]1>>[C:1]([CH3:2])([CH3:3])([CH3:4])[c:5]1[cH:6][cH:7][c:8](-[n:11]2[c:12]([N:71]3[CH:70]([CH3:69])[CH2:72]3)[c:13]([CH:20]=[O:21])[c:14]3[cH:15][cH:16][cH:17][cH:18][c:19]23)[cH:9][cH:10]1. The reactants are CC(C)(C)c1ccc(-n2c(Cl)c(C=O)c3ccccc32)cc1, CC1CN1, Cc1ccccc1, O=C(C=Cc1ccccc1)C=Cc1ccccc1, O=C(C=Cc1ccccc1)C=Cc1ccccc1, O=C(C=Cc1ccccc1)C=Cc1ccccc1, O, [Pd], [Pd], c1ccc(P(c2ccccc2)c2ccc3ccccc3c2-c2c(P(c3ccccc3)c3ccccc3)ccc3ccccc23)cc1. Yields the product CC1CN1c1c(C=O)c2ccccc2n1-c1ccc(C(C)(C)C)cc1. Reactants: Cc1ncc(Br)cc1[N+](=O)[O-], CC(C)(C)OC(=O)N1CC=C(B2OC(C)(C)C(C)(C)O2)C(C)(C)C1, C1COCCO1, [K+], [K+], [K+], O, O=P([O-])([O-])[O-], [Pd], c1ccc(P(c2ccccc2)c2ccccc2)cc1, c1ccc(P(c2ccccc2)c2ccccc2)cc1, c1ccc(P(c2ccccc2)c2ccccc2)cc1, c1ccc(P(c2ccccc2)c2ccccc2)cc1. The product is Cc1ncc(C2=CCN(C(=O)OC(C)(C)C)CC2(C)C)cc1[N+](=O)[O-]. As a reaction SMILES: [Br:25][c:26]1[cH:27][c:28]([N+:33](=[O:34])[O-:35])[c:29]([CH3:32])[n:30][cH:31]1.[C:1]([CH3:2])([CH3:3])([CH3:4])[O:5][C:6](=[O:7])[N:8]1[CH2:9][C:10]([CH3:23])([CH3:24])[C:11]([B:14]2[O:15][C:16]([CH3:17])([CH3:18])[C:19]([CH3:20])([CH3:21])[O:22]2)=[CH:12][CH2:13]1.[CH2:45]1[O:46][CH2:47][CH2:48][O:49][CH2:50]1.[K+:41].[K+:42].[K+:43].[OH2:44].[P:36]([O-:37])([O-:38])([O-:39])=[O:40].[Pd:51].[c:109]1([P:110]([c:111]2[cH:112][cH:113][cH:114][cH:115][cH:116]2)[c:117]2[cH:118][cH:119][cH:120][cH:121][cH:122]2)[cH:123][cH:124][cH:125][cH:126][cH:127]1.[c:52]1([P:53]([c:54]2[cH:55][cH:56][cH:57][cH:58][cH:59]2)[c:60]2[cH:61][cH:62][cH:63][cH:64][cH:65]2)[cH:66][cH:67][cH:68][cH:69][cH:70]1.[c:71]1([P:72]([c:73]2[cH:74][cH:75][cH:76][cH:77][cH:78]2)[c:79]2[cH:80][cH:81][cH:82][cH:83][cH:84]2)[cH:85][cH:86][cH:87][cH:88][cH:89]1.[c:90]1([P:91]([c:92]2[cH:93][cH:94][cH:95][cH:96][cH:97]2)[c:98]2[cH:99][cH:100][cH:101][cH:102][cH:103]2)[cH:104][cH:105][cH:106][cH:107][cH:108]1>>[C:1]([CH3:2])([CH3:3])([CH3:4])[O:5][C:6](=[O:7])[N:8]1[CH2:9][C:10]([CH3:23])([CH3:24])[C:11]([c:26]2[cH:27][c:28]([N+:33](=[O:34])[O-:35])[c:29]([CH3:32])[n:30][cH:31]2)=[CH:12][CH2:13]1.